This data is from the Open Reaction Database (ORD), a public repository of structured organic reaction records. The task is: describe an organic reaction: reactants, conditions, products, and yield The reactants are CO (methanol), N[C@@H](CCO)C(=O)O (homoserine), S(O)(O)(=O)=O (sulfuric acid), Cl (HCl). Solvent: O (water). Conditions: temperature 70 celsius. Yields the product Cl.ClCCC(C(=O)O)N (4-chloro-2-aminobutanoic acid hydrochloride). Reaction SMILES: [NH2:1][C@H:2]([C:6]([OH:8])=[O:7])[CH2:3][CH2:4]O.S(=O)(=O)(O)O.[ClH:14].CO>O>[ClH:14].[Cl:14][CH2:4][CH2:3][CH:2]([NH2:1])[C:6]([OH:8])=[O:7] |f:5.6|. Procedure details: Approximately 1 equivalent of homoserine, 0.01 equivalent of sulfuric acid may be combined with water in a reactor. The reactor may be sealed and 1.1 equivalent of anhydrous HCl (gas) may be may be added to the reactor. The reaction mixture may be heated to about 70° C. and maintained at about 80 psi for about 24 hours. The reaction mixture may be cooled and about 10 equivalents of methanol may be added, such that the product precipitates. The product (i.e., 4-chloro-2-aminobutanoic acid hydroch... Reactants: CC(=O)[O-], CC(=O)[O-], CC(=O)[O-], CC(=O)[O-], CC(=O)O, O=C(O)C1(O)C=C(Cl)C(O)C1(Cl)Cl, O, [Pb+4]. Product: O=C1C=C(Cl)C(O)C1(Cl)Cl. RXN SMILES: [C:14]([O-:15])(=[O:16])[CH3:17].[C:18]([O-:19])(=[O:20])[CH3:21].[C:22]([O-:23])(=[O:24])[CH3:25].[C:26]([O-:27])(=[O:28])[CH3:29].[CH3:32][C:33](=[O:34])[OH:35].[Cl:1][C:2]1=[CH:3][C:4]([C:10]([OH:11])=[O:12])([OH:13])[C:5]([Cl:8])([Cl:9])[CH:6]1[OH:7].[OH2:31].[Pb+4:30]>>[Cl:1][C:2]1=[CH:3][C:4](=[O:13])[C:5]([Cl:8])([Cl:9])[CH:6]1[OH:7]. Reactants: FC1=C(C(=O)OC)C(=CC=C1)C=O (methyl 2-fluoro-6-formylbenzoate), C(C1=CC=CC=C1)(=O)NCC(=O)O (2-benzamidoacetic acid), C(C)(=O)[O-].[Na+] (sodium acetate). The solvent is C(C)(=O)OC(C)=O (acetic anhydride), CCOC(=O)C (EtOAc). Yields the product FC1=C(C(=O)OC)C(=CC=C1)\C=C\1/N=C(OC1=O)C1=CC=CC=C1 ((Z)-methyl 2-fluoro-6-((5-oxo-2-phenyloxazol-4(5H)-ylidene)methyl)benzoate). Reaction SMILES: [F:1][C:2]1[CH:11]=[CH:10][CH:9]=[C:8]([CH:12]=O)[C:3]=1[C:4]([O:6][CH3:7])=[O:5].[C:14]([NH:22][CH2:23][C:24]([OH:26])=[O:25])(=O)[C:15]1[CH:20]=[CH:19][CH:18]=[CH:17][CH:16]=1.C([O-])(=O)C.[Na+]>C(OC(=O)C)(=O)C.CCOC(C)=O>[F:1][C:2]1[CH:11]=[CH:10][CH:9]=[C:8](/[CH:12]=[C:23]2\[N:22]=[C:14]([C:15]3[CH:16]=[CH:17][CH:18]=[CH:19][CH:20]=3)[O:26][C:24]\2=[O:25])[C:3]=1[C:4]([O:6][CH3:7])=[O:5] |f:2.3|. Reported procedure: This step was performed in five separate batches. For each batch, a solution of methyl 2-fluoro-6-formylbenzoate (3 g, 16.5 mmol), 2-benzamidoacetic acid (3.6, 20 mmol) and sodium acetate (1.62 g, 19.7 mmol) in acetic anhydride (30 mL) was heated at 100° C. in a microwave reactor (100 W, 150 psi) under nitrogen atmosphere for 2 hours. The reaction mixtures were diluted with EtOAc (100 mL) and washed with saturated aqueous Na2CO3. The combined organic layers were concentrated in vacuo to give the...